This data is from the Open Reaction Database (ORD), a public repository of structured organic reaction records. The task is: describe an organic reaction: reactants, conditions, products, and yield Starting materials: C[Si](C)(C)N=C=O, Cc1cnc2c(c1)CCCC2, CCCCCC, Cl, [Li]CCCC, O. Yields the product Cc1cnc2c(c1)CCCC2C(N)=O. RXN SMILES: [CH3:17][Si:18]([CH3:19])([CH3:20])[N:21]=[C:22]=[O:23].[CH3:1][c:2]1[cH:3][n:4][c:5]2[c:10]([cH:11]1)[CH2:9][CH2:8][CH2:7][CH2:6]2.[CH3:25][CH2:26][CH2:27][CH2:28][CH2:29][CH3:30].[ClH:24].[Li:12][CH2:13][CH2:14][CH2:15][CH3:16].[OH2:31]>>[CH3:1][c:2]1[cH:3][n:4][c:5]2[c:10]([cH:11]1)[CH2:9][CH2:8][CH2:7][CH:6]2[C:22]([NH2:21])=[O:23]. Run at temperature 80 celsius. The solvent is C(C)O (ethanol), O (water). The reactants are FC1=CC=C(C=C1)C1(C(N(CC1)CC(=O)OCC)=O)C1=CC=C(C=C1)F (ethyl 2-(3,3-bis(4-fluorophenyl)-2-oxopyrrolidin-1-yl)acetate), [OH-].[Li+] (lithium hydroxide). Reported procedure: The product from Example 58C (0.90 g, 2.50 mmol) was dissolved in ethanol (20 mL). A solution of lithium hydroxide (0.57 g, 23.97 mmol) in water (5 mL) was added, and the reaction was heated to 80° C. for 2 hours. The reaction mixture was cooled to room temperature, concentrated, neutralized with 2 N HCl, and then extracted with ethyl acetate. The organic layer was washed with water and brine, dried over magnesium sulfate, filtered, and concentrated to supply the title compound. MS (APCI+) m/z 3... As a reaction SMILES: [F:1][C:2]1[CH:7]=[CH:6][C:5]([C:8]2([C:20]3[CH:25]=[CH:24][C:23]([F:26])=[CH:22][CH:21]=3)[CH2:12][CH2:11][N:10]([CH2:13][C:14]([O:16]CC)=[O:15])[C:9]2=[O:19])=[CH:4][CH:3]=1.[OH-].[Li+]>C(O)C.O>[F:26][C:23]1[CH:22]=[CH:21][C:20]([C:8]2([C:5]3[CH:4]=[CH:3][C:2]([F:1])=[CH:7][CH:6]=3)[CH2:12][CH2:11][N:10]([CH2:13][C:14]([OH:16])=[O:15])[C:9]2=[O:19])=[CH:25][CH:24]=1 |f:1.2|. Product: FC1=CC=C(C=C1)C1(C(N(CC1)CC(=O)O)=O)C1=CC=C(C=C1)F (2-(3,3-bis(4-fluorophenyl)-2-oxopyrrolidin-1-yl)acetic acid). Reactants: [Na] (sodium), C(C)OP(OCC)(=O)CO (diethylhydroxymethylphosphonate), FC1=C(C=C(C=C1)Br)[N+](=O)[O-] (2-fluoro-5-bromonitrobenzene). The solvent is CN(C)C=O (DMF), CN(C)C=O (DMF). Conditions: time 16 hour. The product is C(C)OP(=O)(OCC)COC1=C(C=C(C=C1)Br)[N+](=O)[O-] (2-diethylphosphonomethyloxy-5-bromonitrobenzene). As a reaction SMILES: F[C:2]1[CH:7]=[CH:6][C:5]([Br:8])=[CH:4][C:3]=1[N+:9]([O-:11])=[O:10].[Na].[CH2:13]([O:15][P:16]([CH2:21][OH:22])(=[O:20])[O:17][CH2:18][CH3:19])[CH3:14]>CN(C=O)C>[CH2:13]([O:15][P:16]([CH2:21][O:22][C:2]1[CH:7]=[CH:6][C:5]([Br:8])=[CH:4][C:3]=1[N+:9]([O-:11])=[O:10])([O:17][CH2:18][CH3:19])=[O:20])[CH3:14] |^1:11|. Procedure details: A solution of 2-fluoro-5-bromonitrobenzene (1 mmole) in DMF (5 mL) was cooled to 0° C., and treated with a solution of freshly prepared sodium salt of diethylhydroxymethylphosphonate (1.2 mmole) in DMF (5 mL). The mixture was stirred at room temperature for 16 h. Evaporation, extraction and chromatography provided 2-diethylphosphonomethyloxy-5-bromonitrobenzene. Yield: 26.0%. Solvent: C(C)O (ethanol). Reactants: C(=O)(C(=O)OCC)NC=1SC=C(N1)C(C)C1=CC(=C(C=C1)C1=CC=CC=C1)F (2-ethoxalylamino-4-(1-(2-fluoro-4-biphenylyl)ethyl)thiazole), O.N (ammonia water). Reaction SMILES: [C:1]([NH:8][C:9]1[S:10][CH:11]=[C:12]([CH:14]([C:16]2[CH:21]=[CH:20][C:19]([C:22]3[CH:27]=[CH:26][CH:25]=[CH:24][CH:23]=3)=[C:18]([F:28])[CH:17]=2)[CH3:15])[N:13]=1)([C:3]([O:5]CC)=O)=[O:2].O.[NH3:30]>C(O)C>[C:1]([NH:8][C:9]1[S:10][CH:11]=[C:12]([CH:14]([C:16]2[CH:21]=[CH:20][C:19]([C:22]3[CH:27]=[CH:26][CH:25]=[CH:24][CH:23]=3)=[C:18]([F:28])[CH:17]=2)[CH3:15])[N:13]=1)(=[O:2])[C:3]([NH2:30])=[O:5] |f:1.2|. Yields the product C(C(=O)N)(=O)NC=1SC=C(N1)C(C)C1=CC(=C(C=C1)C1=CC=CC=C1)F (2-oxamoylamino-4-(1-(2-fluoro-4-biphenylyl)ethyl)thiazole). Procedure: To 2-ethoxalylamino-4-(1-(2-fluoro-4-biphenylyl)ethyl)thiazole (0.50 g, 1.29 mmol) in ethanol (10 ml) was added ammonia water (2 ml). After the addition, the mixture was refluxed for 2 h, evaporated under reduced pressure to a residue, which was extracted with chloroform. The extracts were dried over and evaporated under reduced pressure to residue, which was chromatographed to afford 2-oxamoylamino-4-(1-(2-fluoro-4-biphenylyl)ethyl)thiazole (0.121 g, 26% yield) as crystalline material: mp 179.0... The reactants are COc1ccc(C=Cc2ccc3c(=O)n(CCCN(C)C)ncc3c2)cc1, COC(C)O. Product: COc1ccc(CCc2ccc3c(=O)n(CCCN(C)C)ncc3c2)cc1. Reaction SMILES: [CH3:1][O:2][c:3]1[cH:4][cH:5][c:6]([CH:9]=[CH:10][c:11]2[cH:12][c:13]3[cH:14][n:15][n:16]([CH2:22][CH2:23][CH2:24][N:25]([CH3:26])[CH3:27])[c:17](=[O:21])[c:18]3[cH:19][cH:20]2)[cH:7][cH:8]1.[CH3:28][O:29][CH:30]([OH:31])[CH3:32]>>[CH3:1][O:2][c:3]1[cH:4][cH:5][c:6]([CH2:9][CH2:10][c:11]2[cH:12][c:13]3[cH:14][n:15][n:16]([CH2:22][CH2:23][CH2:24][N:25]([CH3:26])[CH3:27])[c:17](=[O:21])[c:18]3[cH:19][cH:20]2)[cH:7][cH:8]1.